From a dataset of the Open Reaction Database (ORD), a public repository of structured organic reaction records. describe an organic reaction: reactants, conditions, products, and yield Reactants: CCOC(=O)CCN, CCN=C=NCCCN(C)C, CN(C)C=O, Cl, Cl, On1nnc2ccccc21, COc1ccc(C(=O)N2c3ccccc3C(n3c4ccccc4c4ccccc43)CC2CCCCC(=O)O)cc1OC. Product: CCOC(=O)CCNC(=O)CCCCC1CC(n2c3ccccc3c3ccccc32)c2ccccc2N1C(=O)c1ccc(OC)c(OC)c1. Reaction SMILES: [CH2:44]([CH3:45])[O:46][C:47]([CH2:48][CH2:49][NH2:50])=[O:51].[CH2:63]([N:64]=[C:65]=[N:66][CH2:67][CH2:68][CH2:69][N:70]([CH3:71])[CH3:72])[CH3:73].[CH3:74][N:75]([CH3:76])[CH:77]=[O:78].[ClH:43].[ClH:62].[OH:52][n:53]1[c:54]2[cH:55][cH:56][cH:57][cH:58][c:59]2[n:60][n:61]1.[cH:1]1[cH:2][cH:3][cH:4][c:5]2[c:6]3[cH:7][cH:8][cH:9][cH:10][c:11]3[n:12]([CH:14]3[CH2:15][CH:16]([CH2:36][CH2:37][CH2:38][CH2:39][C:40](=[O:41])[OH:42])[N:17]([C:24]([c:25]4[cH:26][c:27]([O:33][CH3:34])[c:28]([O:31][CH3:32])[cH:29][cH:30]4)=[O:35])[c:18]4[cH:19][cH:20][cH:21][cH:22][c:23]43)[c:13]12>>[cH:1]1[cH:2][cH:3][cH:4][c:5]2[c:6]3[cH:7][cH:8][cH:9][cH:10][c:11]3[n:12]([CH:14]3[CH2:15][CH:16]([CH2:36][CH2:37][CH2:38][CH2:39][C:40](=[O:41])[NH:50][CH2:49][CH2:48][C:47]([O:46][CH2:44][CH3:45])=[O:51])[N:17]([C:24]([c:25]4[cH:26][c:27]([O:33][CH3:34])[c:28]([O:31][CH3:32])[cH:29][cH:30]4)=[O:35])[c:18]4[cH:19][cH:20][cH:21][cH:22][c:23]43)[c:13]12.